From a dataset of the Open Reaction Database (ORD), a public repository of structured organic reaction records. describe an organic reaction: reactants, conditions, products, and yield The reactants are COC(=O)c1ccc(Cn2nc(-c3ccc(Cl)c(Cl)c3)cc2C(=O)OC(C)(C)C)nc1, ClCCl, O=C(O)C(F)(F)F. Product: COC(=O)c1ccc(Cn2nc(-c3ccc(Cl)c(Cl)c3)cc2C(=O)O)nc1. RXN SMILES: [C:1]([CH3:2])([CH3:3])([CH3:4])[O:5][C:6](=[O:7])[c:8]1[cH:9][c:10](-[c:24]2[cH:25][c:26]([Cl:31])[c:27]([Cl:30])[cH:28][cH:29]2)[n:11][n:12]1[CH2:13][c:14]1[n:15][cH:16][c:17]([C:18](=[O:19])[O:20][CH3:21])[cH:22][cH:23]1.[Cl:39][CH2:40][Cl:41].[F:32][C:33]([F:34])([F:35])[C:36]([OH:37])=[O:38]>>[O:5]=[C:6]([OH:7])[c:8]1[cH:9][c:10](-[c:24]2[cH:25][c:26]([Cl:31])[c:27]([Cl:30])[cH:28][cH:29]2)[n:11][n:12]1[CH2:13][c:14]1[n:15][cH:16][c:17]([C:18](=[O:19])[O:20][CH3:21])[cH:22][cH:23]1. The yield is 76.0%. The product is Cc1ccc2nc(c3cccc(C)n3)c(NC3CCCCC3)n2c1. Reagents/catalysts: O=C(O)C(F)(F)F (trifluoroacetic acid). Reaction SMILES: CC1=CC=C(N)N=C1.[C-]#[N+]C1CCCCC1.CC1=CC=CC(C=O)=N1>>CC1=CN2C(C=C1)=NC(=C2NC1CCCCC1)C1=NC(C)=CC=C1. Solvent: CC(C)O (isopropyl alcohol), CC(C)O (isopropylalcohol). Reactants: Cc1cccc(C=O)n1, CC1=CN=C(C=C1)N, [C-]#[N+]C1CCCCC1. Reaction conditions: temperature 22 celsius, time 20 hour.